From a dataset of the Open Reaction Database (ORD), a public repository of structured organic reaction records. describe an organic reaction: reactants, conditions, products, and yield Reactants: N1C=NC=C1 (imidazole), ClC=1N=C(C2=C(N1)SC=C2C)NCC2=CC1=C(C=C2)OCCO1 (2-chloro-5-methyl-4-(3,4-ethylendioxybenzylamino)-thieno-[2,3-d]-pyrimidine). As a reaction SMILES: [NH:1]1[CH:5]=[CH:4][N:3]=[CH:2]1.Cl[C:7]1[N:8]=[C:9]([NH:17][CH2:18][C:19]2[CH:24]=[CH:23][C:22]3[O:25][CH2:26][CH2:27][O:28][C:21]=3[CH:20]=2)[C:10]2[C:15]([CH3:16])=[CH:14][S:13][C:11]=2[N:12]=1>>[N:1]1([C:7]2[N:8]=[C:9]([NH:17][CH2:18][C:19]3[CH:24]=[CH:23][C:22]4[O:25][CH2:26][CH2:27][O:28][C:21]=4[CH:20]=3)[C:10]3[C:15]([CH3:16])=[CH:14][S:13][C:11]=3[N:12]=2)[CH:5]=[CH:4][N:3]=[CH:2]1. The product is N1(C=NC=C1)C=1N=C(C2=C(N1)SC=C2C)NCC2=CC1=C(C=C2)OCCO1 (2-(imidazol-1-yl)-5-methyl-4-(3,4-ethylendioxybenzylamino)-thieno-[2,3-d]-pyrimidine). Procedure details: Following the procedure of Example 97, the reaction of imidazole with 2-chloro-5-methyl-4-(3,4-ethylendioxybenzylamino)-thieno-[2,3-d]-pyrimidine gives 2-(imidazol-1-yl)-5-methyl-4-(3,4-ethylendioxybenzylamino)-thieno-[2,3-d]-pyrimidine. Starting materials: Cl.NO (hydroxylamine hydrochloride), C(C)(=O)[O-].[Na+] (sodium acetate), C1(=CC=CC=C1)NC(NN=C1C(C2=CC=CC=C2C1=O)=O)=O (2-(4-phenyl semicarbazono)-indan-1,3-dione). Solvent: O (water), C(C)O (ethanol), C(C)O (ethanol). Yields the product N(O)=C1C(C(C2=CC=CC=C12)=O)=NNC(=O)NC1=CC=CC=C1 (1-oximino-2-(4-phenylsemicarbazono)-3-indanone). Reaction SMILES: Cl.[NH2:2][OH:3].C([O-])(=O)C.[Na+].[C:9]1([NH:15][C:16](=[O:30])[NH:17][N:18]=[C:19]2[C:27](=[O:28])[C:26]3[C:21](=[CH:22][CH:23]=[CH:24][CH:25]=3)[C:20]2=O)[CH:14]=[CH:13][CH:12]=[CH:11][CH:10]=1>O.C(O)C>[N:2](=[C:20]1[C:21]2[C:26](=[CH:25][CH:24]=[CH:23][CH:22]=2)[C:27](=[O:28])[C:19]1=[N:18][NH:17][C:16]([NH:15][C:9]1[CH:14]=[CH:13][CH:12]=[CH:11][CH:10]=1)=[O:30])[OH:3] |f:0.1,2.3|. Reported procedure: 0.01 mol of hydroxylamine hydrochloride and 0.01 mol sodium acetate in solution in 20 ml water were added to a solution of 0.01 mol of 2-(4-phenyl semicarbazono)-indan-1,3-dione in 150 ml ethanol. The reaction mixture was refluxed for 1 hour, then the ethanol was eliminated at reduced pressure. The resulting crystals were dried on suction pump, washed in water, dried and recrystallised from isopropanol. The reactants are cellulose nitrate, N12[Si]34N5[Si]16N3[Si]25N46 (silicon nitride), [O-2].[Mg+2] (magnesium oxide). Run in C(CC)O (propanol). The product is N12[Si]34N5[Si]16N3[Si]25N46.[O-2].[Mg+2] (silicon nitride magnesium oxide), cellulose nitrate. Yield: 5.0%. RXN SMILES: [N:1]12[Si:6]34[N:7]5[Si:4]61[N:5]3[Si:2]25[N:3]64.[O-2:8].[Mg+2:9]>C(O)CC>[N:1]12[Si:6]34[N:7]5[Si:4]61[N:5]3[Si:2]25[N:3]64.[O-2:8].[Mg+2:9] |f:1.2,4.5.6|. Procedure: In a third example of the invention, a mixture of silicon nitride powder predominantly in the α-phase together with 1% by weight of magnesium oxide powder in which the particle sizes of both of the powders was less than 8 microns, was prepared by wet ball milling the two materials for 30 minutes in a 16% by weight solution of cellulose nitrate in propanol, the ratio of solid to liquid then being 1:1. The excess cellulose nitrate was then filtered off so that a clay-like mixture formed comprising... Reactants: FC1=C(C(=O)N(C)OC)C(=CC=C1)OCC1=CC=C(C=C1)OC (2-fluoro-N-methoxy-6-[(4-methoxybenzyl)oxy]-N-methylbenzamide), C[Mg]Br (methyl magnesium bromide). Run in O1CCCC1 (tetrahydrofuran), O1CCCC1 (tetrahydrofuran). Yields the product FC1=C(C(=CC=C1)OCC1=CC=C(C=C1)OC)C(C)=O (1-{2-fluoro-6-[(4-methoxybenzyl)oxy]phenyl}ethanone). The yield is 20.0%. As a reaction SMILES: [F:1][C:2]1[CH:13]=[CH:12][CH:11]=[C:10]([O:14][CH2:15][C:16]2[CH:21]=[CH:20][C:19]([O:22][CH3:23])=[CH:18][CH:17]=2)[C:3]=1[C:4](N(OC)C)=[O:5].[CH3:24][Mg]Br>O1CCCC1>[F:1][C:2]1[CH:13]=[CH:12][CH:11]=[C:10]([O:14][CH2:15][C:16]2[CH:17]=[CH:18][C:19]([O:22][CH3:23])=[CH:20][CH:21]=2)[C:3]=1[C:4](=[O:5])[CH3:24]. Procedure details: To a cold (0° C.) solution of 2-fluoro-N-methoxy-6-[(4-methoxybenzyl)oxy]-N-methylbenzamide (6.926 g, 21.70 mmol) in tetrahydrofuran (10 mL) was added 1N methyl magnesium bromide in tetrahydrofuran (43.40 mL, 43.40 mmol). The reaction mixture was stirred at reflux for 4 hrs. After cooled to room temperature, the reaction mixture was quenched with saturated aqueous NaHCO3 solution, and extracted with ethyl acetate. The separated organic phase was washed with water and brine, dried over Na2SO4, fi... Solvent: C(C)O (ethanol). Procedure details: 36 mg (0.1524 mmol) carbamazepine and 26 mg (0.1556 mmol) 2,6-pyridinedicarboxylic acid were dissolved in approximately 2 mL ethanol. Slow evaporation of the solvent yielded clear needles of a 1:1 carbamazepine/2,6-pyridinedicarboxylic acid co-crystal, as shown in FIG. 54A-B. Yields the product C=1C=CC2=C(C1)C=CC=3C=CC=CC3N2C(=O)N.N1=C(C=CC=C1C(=O)O)C(=O)O (carbamazepine 2,6-pyridinedicarboxylic acid). The reactants are C=1C=CC2=C(C1)C=CC=3C=CC=CC3N2C(=O)N (carbamazepine), N1=C(C=CC=C1C(=O)O)C(=O)O (2,6-pyridinedicarboxylic acid). RXN SMILES: [CH:1]1[CH:2]=[CH:3][C:4]2[N:15]([C:16]([NH2:18])=[O:17])[C:14]3[CH:13]=[CH:12][CH:11]=[CH:10][C:9]=3[CH:8]=[CH:7][C:5]=2[CH:6]=1.[N:19]1[C:24]([C:25]([OH:27])=[O:26])=[CH:23][CH:22]=[CH:21][C:20]=1[C:28]([OH:30])=[O:29]>C(O)C>[CH:11]1[CH:12]=[CH:13][C:14]2[N:15]([C:16]([NH2:18])=[O:17])[C:4]3[CH:3]=[CH:2][CH:1]=[CH:6][C:5]=3[CH:7]=[CH:8][C:9]=2[CH:10]=1.[N:19]1[C:20]([C:28]([OH:30])=[O:29])=[CH:21][CH:22]=[CH:23][C:24]=1[C:25]([OH:27])=[O:26] |f:3.4|.